From a dataset of the Open Reaction Database (ORD), a public repository of structured organic reaction records. describe an organic reaction: reactants, conditions, products, and yield Reactants: C(N)(=O)C=1C=C(C=CC1F)NC(C(=O)O)C1=CC(=C(C=C1)OC)OC (2-(3-Carbamoyl-4-fluorophenylamino)-2-(3,4-dimethoxyphenyl)acetic acid), O.C(C=O)(=O)O (glyoxylic acid monohydrate), NC=1C=C2C(NNC(C2=CC1)=O)=O (6-amino-2,3-dihydrophthalazine-1,4-dione), COC=1C=C(C=CC1OC)B(O)O (3,4-dimethoxyphenylboronic acid). Yields the product COC=1C=C(C=CC1OC)C(C(=O)O)NC=1C=C2C(NNC(C2=CC1)=O)=O (2-(3,4-Dimethoxyphenyl)-2-(1,4-dioxo-1,2,3,4-tetrahydrophthalazin-6-ylamino)acetic acid). The yield is 95.0%. Reaction SMILES: [C:1]([C:4]1[CH:5]=[C:6]([NH:11][CH:12]([C:16]2[CH:21]=[CH:20][C:19]([O:22][CH3:23])=[C:18]([O:24][CH3:25])[CH:17]=2)[C:13]([OH:15])=[O:14])[CH:7]=[CH:8][C:9]=1F)(=[O:3])[NH2:2].NC1C=C2C(=CC=1)[C:33](=[O:37])[NH:32]NC2=O.COC1C=C(B(O)O)C=CC=1OC.O.C(O)(=O)C=O>>[CH3:25][O:24][C:18]1[CH:17]=[C:16]([CH:12]([NH:11][C:6]2[CH:5]=[C:4]3[C:9](=[CH:8][CH:7]=2)[C:33](=[O:37])[NH:32][NH:2][C:1]3=[O:3])[C:13]([OH:15])=[O:14])[CH:21]=[CH:20][C:19]=1[O:22][CH3:23] |f:3.4|. Procedure details: 15A was prepared in a procedure similar to that of 13A using 6-amino-2,3-dihydrophthalazine-1,4-dione, 3,4-dimethoxyphenylboronic acid and glyoxylic acid monohydrate. Yield: 95%. 1H NMR (400 MHz, DMSO-d6) δ ppm 3.73 (s, 3H) 3.74 (s, 3H) 5.15 (d, J=7.03 Hz, 1H) 6.95 (d, 1H) 7.01-7.06 (m, 1H) 7.13 (d, J=2.20 Hz, 1H) 7.25 (d, J=7.03 Hz, 2H) 7.74 (s, 1H), LCMS: 344 (M+1). Reactants: CC1COCc2nc3cnc4cc(Br)ccc4c3n21, ClCCl, [NH4+], [OH-], O, O=C(OO)c1cccc(Cl)c1, Cc1ccc(S(=O)(=O)Cl)cc1. The product is CC1COCc2nc3c(N)nc4cc(Br)ccc4c3n21. RXN SMILES: [Br:1][c:2]1[cH:3][cH:4][c:5]2[c:6]3[c:7]([cH:8][n:9][c:10]2[cH:11]1)[n:12][c:13]1[n:14]3[CH:15]([CH3:19])[CH2:16][O:17][CH2:18]1.[Cl:45][CH2:46][Cl:47].[NH4+:32].[OH-:31].[OH2:44].[OH:20][O:21][C:22]([c:23]1[cH:24][c:25]([Cl:26])[cH:27][cH:28][cH:29]1)=[O:30].[c:33]1([CH3:34])[cH:35][cH:36][c:37]([S:38]([Cl:39])(=[O:40])=[O:41])[cH:42][cH:43]1>>[Br:1][c:2]1[cH:3][cH:4][c:5]2[c:6]3[c:7]([c:8]([NH2:32])[n:9][c:10]2[cH:11]1)[n:12][c:13]1[n:14]3[CH:15]([CH3:19])[CH2:16][O:17][CH2:18]1. Starting materials: COC=1C=C(C=CC1OC)C(C(C[N+](=O)[O-])O)(C)C (3-(3,4-dimethoxyphenyl)-3-methyl-1-nitrobutan-2-ol), C=1C=C[NH+]=CC1.[O-][Cr](=O)(=O)Cl (PCC), C=1C=C[NH+]=CC1.[O-][Cr](=O)(=O)Cl (PCC). Solvent: CCOCC (Et2O), C(Cl)Cl (DCM). Run at time 48 hour. Yields the product COC=1C=C(C=CC1OC)C(C(C[N+](=O)[O-])=O)(C)C (3-(3,4-dimethoxyphenyl)-3-methyl-1-nitrobutan-2-one). Yield: 72.2%. RXN SMILES: [CH3:1][O:2][C:3]1[CH:4]=[C:5]([C:11]([CH3:19])([CH3:18])[CH:12]([OH:17])[CH2:13][N+:14]([O-:16])=[O:15])[CH:6]=[CH:7][C:8]=1[O:9][CH3:10].C1C=C[NH+]=CC=1.[O-][Cr](Cl)(=O)=O>C(Cl)Cl.CCOCC>[CH3:1][O:2][C:3]1[CH:4]=[C:5]([C:11]([CH3:19])([CH3:18])[C:12](=[O:17])[CH2:13][N+:14]([O-:16])=[O:15])[CH:6]=[CH:7][C:8]=1[O:9][CH3:10] |f:1.2|. Reported procedure: To a solution of 3-(3,4-dimethoxyphenyl)-3-methyl-1-nitrobutan-2-ol (700 mg, 2.60 mmol) in DCM (30 mL) were added PCC (3.36 g, 15.60 mmol) and Celite (3.36 g). After stirring 48 h, additional PCC (3.36 g, 15.60 mmol) and Celite (3.36 g) were added. After stirring further for 24 h, the mixture was diluted with Et2O and filtered. The filtrate was concentrated and purified by flash chromatography to afford 3-(3,4-dimethoxyphenyl)-3-methyl-1-nitrobutan-2-one (502 mg, 72%). 1H NMR (400 MHz, CDCl3) δ ... Starting materials: N1N=C(C2=CC=CC=C12)N1CCN(CC1)C#N (4-(1H-indazol-3-yl)-l-piperazinecarbonitrile), [OH-].[Na+] (NaOH). Solvent: OS(=O)(=O)O (H2SO4). Yields the product N1(CCNCC1)C1=NNC2=CC=CC=C12 (3-(1 -Piperazinyl)-1H-indazole). Isolated yield 73.0%. Reaction SMILES: [NH:1]1[C:9]2[C:4](=[CH:5][CH:6]=[CH:7][CH:8]=2)[C:3]([N:10]2[CH2:15][CH2:14][N:13](C#N)[CH2:12][CH2:11]2)=[N:2]1.[OH-].[Na+]>OS(O)(=O)=O>[N:10]1([C:3]2[C:4]3[C:9](=[CH:8][CH:7]=[CH:6][CH:5]=3)[NH:1][N:2]=2)[CH2:15][CH2:14][NH:13][CH2:12][CH2:11]1 |f:1.2|. Procedure: A mixture of 4-(1H-indazol-3-yl)-l-piperazinecarbonitrile (8.0 g, 40 mmol) and 25% H2SO4 (100 ml) was stirred at reflux for 4.5 hours. The reaction was cooled in an ice bath and made basic by the dropwise addition of 50% NaOH. The basic solution was extracted with ethyl acetate. The ethyl acetate was washed with H2O, dried with MgSO4, and concentrated to afford 5.2 g (73% of the desired compound, as a solid. The solid was recrystallized twice from toluene to afford 3.0 g of 3-(1-piperazinyl)-1H-... The reactants are CCOC(C)=O, O, O=[Pt]=O, C1=C(CCCc2ccccc2)CCN(Cc2nc3ccccc3[nH]2)C1. Yields the product c1ccc(CCCC2CCN(Cc3nc4ccccc4[nH]3)CC2)cc1. As a reaction SMILES: [CH3:26][CH2:27][O:28][C:29](=[O:30])[CH3:31].[OH2:32].[Pt:33](=[O:34])=[O:35].[c:1]1([CH2:7][CH2:8][CH2:9][C:10]2=[CH:15][CH2:14][N:13]([CH2:16][c:17]3[nH:18][c:19]4[c:20]([n:21]3)[cH:22][cH:23][cH:24][cH:25]4)[CH2:12][CH2:11]2)[cH:2][cH:3][cH:4][cH:5][cH:6]1>>[c:1]1([CH2:7][CH2:8][CH2:9][CH:10]2[CH2:11][CH2:12][N:13]([CH2:16][c:17]3[n:18][c:19]4[c:20]([nH:21]3)[cH:22][cH:23][cH:24][cH:25]4)[CH2:14][CH2:15]2)[cH:2][cH:3][cH:4][cH:5][cH:6]1. The reactants are C1CCOC1, ClC(Cl)Cl, [Cl-], [Li+], O=C1c2ccccc2C(=O)N1CCc1c[nH]c2ccc([N+](=O)[O-])cc12, [Na+], [Na+], O=C([O-])[O-], OB(O)c1ccccc1, [Pd], c1ccc(P(c2ccccc2)c2ccccc2)cc1, c1ccc(P(c2ccccc2)c2ccccc2)cc1, c1ccc(P(c2ccccc2)c2ccccc2)cc1, c1ccc(P(c2ccccc2)c2ccccc2)cc1. Product: O=C1c2ccccc2C(=O)N1CCc1c(-c2ccccc2)[nH]c2ccc([N+](=O)[O-])cc12. Reaction SMILES: [CH2:43]1[O:44][CH2:45][CH2:46][CH2:47]1.[CH:48]([Cl:49])([Cl:50])[Cl:51].[Cl-:42].[Li+:41].[N+:1](=[O:2])([O-:3])[c:4]1[cH:5][c:6]2[c:7]([CH2:13][CH2:14][N:15]3[C:16](=[O:25])[c:17]4[cH:18][cH:19][cH:20][cH:21][c:22]4[C:23]3=[O:24])[cH:8][nH:9][c:10]2[cH:11][cH:12]1.[Na+:35].[Na+:36].[O-:37][C:38](=[O:39])[O-:40].[OH:26][B:27]([OH:28])[c:29]1[cH:30][cH:31][cH:32][cH:33][cH:34]1.[Pd:128].[c:109]1([P:110]([c:111]2[cH:112][cH:113][cH:114][cH:115][cH:116]2)[c:117]2[cH:118][cH:119][cH:120][cH:121][cH:122]2)[cH:123][cH:124][cH:125][cH:126][cH:127]1.[c:52]1([P:53]([c:54]2[cH:55][cH:56][cH:57][cH:58][cH:59]2)[c:60]2[cH:61][cH:62][cH:63][cH:64][cH:65]2)[cH:66][cH:67][cH:68][cH:69][cH:70]1.[c:71]1([P:72]([c:73]2[cH:74][cH:75][cH:76][cH:77][cH:78]2)[c:79]2[cH:80][cH:81][cH:82][cH:83][cH:84]2)[cH:85][cH:86][cH:87][cH:88][cH:89]1.[c:90]1([P:91]([c:92]2[cH:93][cH:94][cH:95][cH:96][cH:97]2)[c:98]2[cH:99][cH:100][cH:101][cH:102][cH:103]2)[cH:104][cH:105][cH:106][cH:107][cH:108]1>>[N+:1](=[O:2])([O-:3])[c:4]1[cH:5][c:6]2[c:7]([CH2:13][CH2:14][N:15]3[C:16](=[O:25])[c:17]4[cH:18][cH:19][cH:20][cH:21][c:22]4[C:23]3=[O:24])[c:8](-[c:29]3[cH:30][cH:31][cH:32][cH:33][cH:34]3)[nH:9][c:10]2[cH:11][cH:12]1. Reactants: BrCCCCBr, COc1cccc(CCN)c1, [Na+], [Na+], O=C([O-])[O-], Cc1ccccc1C. Yields the product COc1cccc(CCN2CCCC2)c1. As a reaction SMILES: [Br:18][CH2:19][CH2:20][CH2:21][CH2:22][Br:23].[CH3:7][O:8][c:9]1[cH:10][c:11]([CH2:15][CH2:16][NH2:17])[cH:12][cH:13][cH:14]1.[Na+:1].[Na+:2].[O-:3][C:4](=[O:5])[O-:6].[c:24]1([CH3:25])[c:26]([CH3:27])[cH:28][cH:29][cH:30][cH:31]1>>[CH3:7][O:8][c:9]1[cH:10][c:11]([CH2:15][CH2:16][N:17]2[CH2:19][CH2:20][CH2:21][CH2:22]2)[cH:12][cH:13][cH:14]1. Starting materials: C(C)(C)(C)OC(=O)N1CCC(CC1)C(C(C(C)=O)=[N+]=[N-])=O (1-(tert-butoxycarbonyl)-4-(2-diazo-1,3-dioxo-but-1-yl)piperidine), CO (MeOH). The reagents and catalysts are CC(=O)O.CC(=O)O.CC(=O)O.CC(=O)O.[Rh].[Rh] (rhodium (II) acetate dimer). Reaction conditions: temperature 65 celsius. Product: C(C)(C)(C)OC(=O)N1CCC(CC1)C(C(C(C)=O)OC)=O (1-(tert-Butoxycarbonyl)-4-(1,3-dioxo-2-methoxy-but-1-yl)piperidine). As a reaction SMILES: [C:1]([O:5][C:6]([N:8]1[CH2:13][CH2:12][CH:11]([C:14](=[O:21])[C:15](=[N+]=[N-])[C:16](=[O:18])[CH3:17])[CH2:10][CH2:9]1)=[O:7])([CH3:4])([CH3:3])[CH3:2].[CH3:22][OH:23]>CC(O)=O.CC(O)=O.CC(O)=O.CC(O)=O.[Rh].[Rh]>[C:1]([O:5][C:6]([N:8]1[CH2:13][CH2:12][CH:11]([C:14](=[O:21])[CH:15]([O:23][CH3:22])[C:16](=[O:18])[CH3:17])[CH2:10][CH2:9]1)=[O:7])([CH3:4])([CH3:3])[CH3:2] |f:2.3.4.5.6.7|. Reported procedure: A solution of 532 mg (1.8 mmol) of 1-(tert-butoxycarbonyl)-4-(2-diazo-1,3-dioxo-but-1-yl)piperidine in 5 mL of MeOH was treated with 25 mg (0.056 mmol) of rhodium (II) acetate dimer. The reaction was slowly warmed to 65° C. over 2 hours. Upon cooling, volatiles were removed under reduced pressure. The residue was partitioned between 100 mL of EtOAc and 100 mL of H2O. After separating phases, the organic layer was washed with 100 mL of brine, dried over Na2SO4 and concentrated. The residue was pu...